This data is from the Open Reaction Database (ORD), a public repository of structured organic reaction records. The task is: describe an organic reaction: reactants, conditions, products, and yield The reactants are C(CCC)OC(C(NC(=O)OC(C)(C)C)C1=C(C=CC=C1)O)=O (N-t-butoxycarbonyl-2-(2-hydroxyphenyl)glycine n-butyl ester). The solvent is C(Cl)Cl.O (methylene chloride water). As a reaction SMILES: C([O:5][C:6](=[O:23])[CH:7]([C:16]1[CH:21]=[CH:20][CH:19]=[CH:18][C:17]=1[OH:22])[NH:8][C:9]([O:11][C:12]([CH3:15])([CH3:14])[CH3:13])=[O:10])CCC>C(Cl)Cl.O>[C:12]([O:11][C:9]([NH:8][CH:7]([C:16]1[CH:21]=[CH:20][CH:19]=[CH:18][C:17]=1[OH:22])[C:6]([OH:23])=[O:5])=[O:10])([CH3:15])([CH3:13])[CH3:14] |f:1.2|. Reported procedure: Similarly, N-t-butoxycarbonyl-2-(2-hydroxyphenyl)glycine n-butyl ester was hydrolyzed to give N-t-butoxycarbonyl-2-(2-hydroxyphenyl)glycine, m.p. 125° (methylene chloride-water). Product: C(C)(C)(C)OC(=O)NC(C(=O)O)C1=C(C=CC=C1)O (N-t-butoxycarbonyl-2-(2-hydroxyphenyl)glycine). Reactants: C(CCC)[Li] (n-Butyl lithium), O1CCCC1 (tetrahydrofuran), alcohol, O1CCCC1 (tetrahydrofuran), ClC1=NC=CC(=N1)OCC1=CC=C(C=C1)F (2-chloro-4-(4-fluorobenzyloxy)pyrimidine). The solvent is C(C)(=O)OCC (ethyl acetate), O (water), C(C)(=O)OCC (ethyl acetate). Conditions: time 30 minute. Product: FC1=CC=C(COC2=NC(NC=C2)=O)C=C1 (4-(4-fluorobenzyloxy)-1H-pyrimidin-2-one). Yield: 24.0%. RXN SMILES: C([Li])CCC.[O:6]1CCCC1.Cl[C:12]1[N:17]=[C:16]([O:18][CH2:19][C:20]2[CH:25]=[CH:24][C:23]([F:26])=[CH:22][CH:21]=2)[CH:15]=[CH:14][N:13]=1>C(OCC)(=O)C.O>[F:26][C:23]1[CH:24]=[CH:25][C:20]([CH2:19][O:18][C:16]2[CH:15]=[CH:14][NH:13][C:12](=[O:6])[N:17]=2)=[CH:21][CH:22]=1. Procedure: n-Butyl lithium (2.6 M n-hexane solution, 7.2 mL) was added to tetrahydrofuran solution (10 mL) of 2-popenyl alcohol (1.8 mL) at −78° C., and stirred at the same temperature for 30 minutes. This reaction liquid was gradually added to tetrahydrofuran solution (20 mL) of 2-chloro-4-(4-fluorobenzyloxy)pyrimidine (4.36 g) and stirred at 60° C. for 4 hours, followed by 24 hours' reflux. Cooling the reaction liquid to room temperature, ethyl acetate was added thereto, followed by washing with water an... Starting materials: CC(=O)O[BH-](OC(C)=O)OC(C)=O, CCOC(C)=O, COc1cc(C)cc(C)c1-c1cccc2c(NCC3CC3)c(OC)nn12, [Na+], [Na+], O=CC1CCOCC1, C1CCOC1, O=C([O-])O. The product is COc1cc(C)cc(C)c1-c1cccc2c(N(CC3CCOCC3)CC3CC3)c(OC)nn12. As a reaction SMILES: [C:35]([O:36][BH-:37]([O:38][C:39](=[O:40])[CH3:41])[O:42][C:43](=[O:44])[CH3:45])(=[O:46])[CH3:47].[CH3:59][CH2:60][O:61][C:62](=[O:63])[CH3:64].[CH:1]1([CH2:4][NH:5][c:6]2[c:7]([O:25][CH3:26])[n:8][n:9]3[c:10]2[cH:11][cH:12][cH:13][c:14]3-[c:15]2[c:16]([O:23][CH3:24])[cH:17][c:18]([CH3:22])[cH:19][c:20]2[CH3:21])[CH2:2][CH2:3]1.[Na+:48].[Na+:49].[O:27]1[CH2:28][CH2:29][CH:30]([CH:33]=[O:34])[CH2:31][CH2:32]1.[O:54]1[CH2:55][CH2:56][CH2:57][CH2:58]1.[OH:50][C:51](=[O:52])[O-:53]>>[CH:1]1([CH2:4][N:5]([c:6]2[c:7]([O:25][CH3:26])[n:8][n:9]3[c:10]2[cH:11][cH:12][cH:13][c:14]3-[c:15]2[c:16]([O:23][CH3:24])[cH:17][c:18]([CH3:22])[cH:19][c:20]2[CH3:21])[CH2:33][CH:30]2[CH2:29][CH2:28][O:27][CH2:32][CH2:31]2)[CH2:2][CH2:3]1. Starting materials: COCC(C)OC=1C=C(C(=O)OC)C=C(C1)OC1=CC=C(C=C1)C=1OC(=NN1)C (Methyl 3-(1-methoxypropan-2-yloxy)-5-(4-(5-methyl-1,3,4-oxadiazol-2-yl)phenoxy)benzoate), COCC(C)OC=1C=C(C(=O)OC)C=C(C1)OC1=CC=C(C=C1)C=1OC(=NN1)C (Methyl 3-(1-methoxypropan-2-yloxy)-5-(4-(5-methyl-1,3,4-oxadiazol-2-yl)phenoxy)benzoate), [OH-].[Na+] (sodium hydroxide). The solvent is C1CCOC1 (THF), CO (methanol), O (water). Conditions: time 1 hour. Product: COCC(C)OC=1C=C(C(=O)O)C=C(C1)OC1=CC=C(C=C1)C=1OC(=NN1)C (3-(1-methoxypropan-2-yloxy)-5-(4-(5-methyl-1,3,4-oxadiazol-2-yl)phenoxy)benzoic acid). Isolated yield 77.7%. RXN SMILES: [CH3:1][O:2][CH2:3][CH:4]([O:6][C:7]1[CH:8]=[C:9]([CH:14]=[C:15]([O:17][C:18]2[CH:23]=[CH:22][C:21]([C:24]3[O:25][C:26]([CH3:29])=[N:27][N:28]=3)=[CH:20][CH:19]=2)[CH:16]=1)[C:10]([O:12]C)=[O:11])[CH3:5].[OH-].[Na+]>C1COCC1.CO.O>[CH3:1][O:2][CH2:3][CH:4]([O:6][C:7]1[CH:8]=[C:9]([CH:14]=[C:15]([O:17][C:18]2[CH:23]=[CH:22][C:21]([C:24]3[O:25][C:26]([CH3:29])=[N:27][N:28]=3)=[CH:20][CH:19]=2)[CH:16]=1)[C:10]([OH:12])=[O:11])[CH3:5] |f:1.2|. Reported procedure: A solution of Methyl 3-(1-methoxypropan-2-yloxy)-5-(4-(5-methyl-1,3,4-oxadiazol-2-yl)phenoxy)benzoate (Intermediate 2) (6.8 g, 17.08 mmol, 1 equiv.) in a mixture of THF and methanol (70 mL of 1:1 ratio) was treated with a solution of sodium hydroxide (2 g, 51.25 mmol, 3 equiv.) in water (50 mL) and the reaction mixture was stirred for 1 h. The resulting solution was concentrated in vacuo to remove THF and methanol, diluted with water (50 mL), extracted with EtOAc. The aqueous phase was cooled an... Reactants: CO (methanol), C(C)O (ethanol), FC(C1=CC=C(OC2=CC=C(OC(C(CC(=O)OCC)=O)C)C=C2)C=C1)(F)F (ethyl 4-[4-(4-trifluoromethylphenoxy)phenoxy]-3-oxopentanoate), P(=O)(Cl)(Cl)Cl (phosphoryl chloride). Yields the product FC(C1=CC=C(OC2=CC=C(OC(C(=CC(=O)OCC)OP(=O)OCCOC)C)C=C2)C=C1)(F)F (ethyl 4-[4-(4-trifluoromethylphenoxy)phenoxy]-3-methoxyethoxyphosphinyloxy-2-pentenoate). As a reaction SMILES: [F:1][C:2]([F:28])([F:27])[C:3]1[CH:26]=[CH:25][C:6]([O:7][C:8]2[CH:24]=[CH:23][C:11]([O:12][CH:13]([CH3:22])[C:14](=[O:21])[CH2:15][C:16]([O:18][CH2:19][CH3:20])=[O:17])=[CH:10][CH:9]=2)=[CH:5][CH:4]=1.[P:29](Cl)(Cl)(Cl)=[O:30].[CH3:34][OH:35].[CH2:36]([OH:38])[CH3:37]>>[F:1][C:2]([F:27])([F:28])[C:3]1[CH:4]=[CH:5][C:6]([O:7][C:8]2[CH:24]=[CH:23][C:11]([O:12][CH:13]([CH3:22])[C:14]([O:21][PH:29]([O:38][CH2:36][CH2:37][O:35][CH3:34])=[O:30])=[CH:15][C:16]([O:18][CH2:19][CH3:20])=[O:17])=[CH:10][CH:9]=2)=[CH:25][CH:26]=1. Procedure details: In the same manner, ethyl 4-[4-(4-trifluoromethylphenoxy)phenoxy]-3-oxopentanoate is reacted with phosphoryl chloride and then with methanol (1 equiv.) and ethanol (1 equiv.) to give ethyl 4-[4-(4-trifluoromethylphenoxy)phenoxy]-3-methoxyethoxyphosphinyloxy-2-pentenoate (cpd. 7, Table A). The reactants are CC(C)(C)N, CCCCCC, C[Si](C)(Cl)C1C=C(c2ccccc2)c2cc3c(cc21)CCC3. Yields the product CC(C)(C)N[Si](C)(C)C1C=C(c2ccccc2)c2cc3c(cc21)CCC3. As a reaction SMILES: [C:23]([CH3:24])([CH3:25])([CH3:26])[NH2:27].[CH3:28][CH2:29][CH2:30][CH2:31][CH2:32][CH3:33].[Cl:1][Si:2]([CH:3]1[CH:4]=[C:5]([c:15]2[cH:16][cH:17][cH:18][cH:19][cH:20]2)[c:6]2[cH:7][c:8]3[c:12]([cH:13][c:14]21)[CH2:11][CH2:10][CH2:9]3)([CH3:21])[CH3:22]>>[Si:2]([CH:3]1[CH:4]=[C:5]([c:15]2[cH:16][cH:17][cH:18][cH:19][cH:20]2)[c:6]2[cH:7][c:8]3[c:12]([cH:13][c:14]21)[CH2:11][CH2:10][CH2:9]3)([CH3:21])([CH3:22])[NH:27][C:23]([CH3:24])([CH3:25])[CH3:26]. Starting materials: NC1=C(N=C(S1)C1=CC=C(C=C1)Cl)C(=O)N (5-Amino-2-(4-chlorophenyl)-1,3-thiazole-4-carboxamide), BrC1=CC=CC(=N1)C(CO)N1CCOCC1 (racemic 2-(6-bromopyridin-2-yl)-2-morpholin-4-ylethanol), CC(C)C1=CC(=C(C(=C1)C(C)C)C2=C(C=CC=C2)P(C3CCCCC3)C4CCCCC4)C(C)C (X-PHOS), C([O-])([O-])=O.[K+].[K+] (potassium carbonate). Reagents/catalysts: C=1C=CC(=CC1)/C=C/C(=O)/C=C/C2=CC=CC=C2.C=1C=CC(=CC1)/C=C/C(=O)/C=C/C2=CC=CC=C2.C=1C=CC(=CC1)/C=C/C(=O)/C=C/C2=CC=CC=C2.[Pd].[Pd] (Pd2(dba)3). Solvent: C(C)(=O)OCC (ethyl acetate). Run at temperature 100 celsius, time 8 hour. The product is ClC1=CC=C(C=C1)C=1SC(=C(N1)C(=O)N)NC1=NC(=CC=C1)C(CO)N1CCOCC1 (2-(4-Chlorophenyl)-5-{[6-(2-hydroxy-1-morpholin-4-ylethyl)pyridin-2 yl]amino}-1,3-thiazole-4-carboxamide). As a reaction SMILES: [NH2:1][C:2]1[S:6][C:5]([C:7]2[CH:12]=[CH:11][C:10]([Cl:13])=[CH:9][CH:8]=2)=[N:4][C:3]=1[C:14]([NH2:16])=[O:15].CC(C1C=C(C(C)C)C(C2C=CC=CC=2P(C2CCCCC2)C2CCCCC2)=C(C(C)C)C=1)C.C(=O)([O-])[O-].[K+].[K+].Br[C:58]1[N:63]=[C:62]([CH:64]([N:67]2[CH2:72][CH2:71][O:70][CH2:69][CH2:68]2)[CH2:65][OH:66])[CH:61]=[CH:60][CH:59]=1>C(OCC)(=O)C.C1C=CC(/C=C/C(/C=C/C2C=CC=CC=2)=O)=CC=1.C1C=CC(/C=C/C(/C=C/C2C=CC=CC=2)=O)=CC=1.C1C=CC(/C=C/C(/C=C/C2C=CC=CC=2)=O)=CC=1.[Pd].[Pd]>[Cl:13][C:10]1[CH:9]=[CH:8][C:7]([C:5]2[S:6][C:2]([NH:1][C:58]3[CH:59]=[CH:60][CH:61]=[C:62]([CH:64]([N:67]4[CH2:72][CH2:71][O:70][CH2:69][CH2:68]4)[CH2:65][OH:66])[N:63]=3)=[C:3]([C:14]([NH2:16])=[O:15])[N:4]=2)=[CH:12][CH:11]=1 |f:2.3.4,7.8.9.10.11|. Reported procedure: A sealed tube was charged with a stir bar, 5-amino-2-(4-chlorophenyl)-1,3-thiazole-4-carboxamide (Example 1, Step 1) (247 mg, 0.97 mmol), Pd2(dba)3 (54 mg, 0.058 mmol), X-PHOS (139 mg, 0.29 mmol), and potassium carbonate (148 mg, 1.07 mmol). The tube was evacuated, and backfilled with argon three times. A second vial was charged with racemic 2-(6-bromopyridin-2-yl)-2-morpholin-4-ylethanol (280 mg, 0.97 mmol) and evacuated and backfilled with argon three times. Fully degassed tert-amyl alcohol (2... The reactants are COCCN1CCC2=C(CC1)C=C(C=C2)N (3-(2-methoxy-ethyl)-2,3,4,5-tetrahydro-1H-benzo[d]azepin-7-ylamine), ClC1=NC=C(C(=N1)N[C@H]1CC[C@H](CC1)NS(=O)(=O)C)Cl (cis-N-[4-(2,5-dichloro-pyrimidin-4-ylamino)-cyclohexyl]-methanesulfonamide). Product: ClC=1C(=NC(=NC1)NC1=CC2=C(CCN(CC2)CCOC)C=C1)N[C@H]1CC[C@H](CC1)NS(=O)(=O)C (cis-N-(4-{5-Chloro-2-[3-(2-methoxy-ethyl)-2,3,4,5-tetrahydro-1H-benzo[d]azepin-7-ylamino]-pyrimidin-4-ylamino}-cyclohexyl)-methanesulfonamide), foam. Yield: 55.0%. RXN SMILES: [CH3:1][O:2][CH2:3][CH2:4][N:5]1[CH2:11][CH2:10][C:9]2[CH:12]=[C:13]([NH2:16])[CH:14]=[CH:15][C:8]=2[CH2:7][CH2:6]1.Cl[C:18]1[N:23]=[C:22]([NH:24][C@@H:25]2[CH2:30][CH2:29][C@H:28]([NH:31][S:32]([CH3:35])(=[O:34])=[O:33])[CH2:27][CH2:26]2)[C:21]([Cl:36])=[CH:20][N:19]=1>>[Cl:36][C:21]1[C:22]([NH:24][C@@H:25]2[CH2:26][CH2:27][C@H:28]([NH:31][S:32]([CH3:35])(=[O:34])=[O:33])[CH2:29][CH2:30]2)=[N:23][C:18]([NH:16][C:13]2[CH:14]=[CH:15][C:8]3[CH2:7][CH2:6][N:5]([CH2:4][CH2:3][O:2][CH3:1])[CH2:11][CH2:10][C:9]=3[CH:12]=2)=[N:19][CH:20]=1. Procedure: cis-N-(4-{5-Chloro-2-[3-(2-methoxy-ethyl)-2,3,4,5-tetrahydro-1H-benzo[d]azepin-7-ylamino]-pyrimidin-4-ylamino}-cyclohexyl)-methanesulfonamide was prepared from 3-(2-methoxy-ethyl)-2,3,4,5-tetrahydro-1H-benzo[d]azepin-7-ylamine and cis-N-[4-(2,5-dichloro-pyrimidin-4-ylamino)-cyclohexyl]-methanesulfonamide in an analogous manner to Example 308c. Product isolated as a white foam (99 mg, 55%). LCMS (m/e) 523 (M+H); 1H-NMR (CDCl3, 400 MHz) δ 7.91 (s, 1H), 7.36-7.23 (m, 2H), 7.02 (d, 1H, J=8.1 Hz), 6.... Reactants: CCO, CC1(C)Oc2ccc(C#N)cc2C(N)C1O, S=C=Nc1ccccc1. Product: CC1(C)Oc2ccc(C#N)cc2C(NC(=S)Nc2ccccc2)C1O. Reaction SMILES: [CH3:26][CH2:27][OH:28].[NH2:1][CH:2]1[CH:3]([OH:16])[C:4]([CH3:14])([CH3:15])[O:5][c:6]2[c:7]1[cH:8][c:9]([C:12]#[N:13])[cH:10][cH:11]2.[c:17]1([N:23]=[C:24]=[S:25])[cH:18][cH:19][cH:20][cH:21][cH:22]1>>[NH:1]([CH:2]1[CH:3]([OH:16])[C:4]([CH3:14])([CH3:15])[O:5][c:6]2[c:7]1[cH:8][c:9]([C:12]#[N:13])[cH:10][cH:11]2)[C:24]([NH:23][c:17]1[cH:18][cH:19][cH:20][cH:21][cH:22]1)=[S:25].